Dataset: the Open Reaction Database (ORD), a public repository of structured organic reaction records. Task: describe an organic reaction: reactants, conditions, products, and yield Starting materials: CCC(=O)Cl, CNc1nc(Cl)c([N+](=O)[O-])s1, C1COCCO1. Product: CCC(=O)N(C)c1nc(Cl)c([N+](=O)[O-])s1. As a reaction SMILES: [C:12]([CH2:13][CH3:14])(=[O:15])[Cl:16].[Cl:1][c:2]1[n:3][c:4]([NH:10][CH3:11])[s:5][c:6]1[N+:7](=[O:8])[O-:9].[O:17]1[CH2:18][CH2:19][O:20][CH2:21][CH2:22]1>>[Cl:1][c:2]1[n:3][c:4]([N:10]([CH3:11])[C:12]([CH2:13][CH3:14])=[O:15])[s:5][c:6]1[N+:7](=[O:8])[O-:9].